This data is from the Open Reaction Database (ORD), a public repository of structured organic reaction records. The task is: describe an organic reaction: reactants, conditions, products, and yield Reactants: CCCOC1CCNCC1, CC#N, O=C1CCc2cc(F)ccc2N1CCCCl, [K+], [K+], O=C([O-])[O-]. The product is CCCOC1CCN(CCCN2C(=O)CCc3cc(F)ccc32)CC1. As a reaction SMILES: [CH2:17]([CH2:18][CH3:19])[O:20][CH:21]1[CH2:22][CH2:23][NH:24][CH2:25][CH2:26]1.[CH3:33][C:34]#[N:35].[Cl:1][CH2:2][CH2:3][CH2:4][N:5]1[C:6](=[O:16])[CH2:7][CH2:8][c:9]2[cH:10][c:11]([F:15])[cH:12][cH:13][c:14]21.[K+:27].[K+:28].[O-:29][C:30]([O-:31])=[O:32]>>[CH2:2]([CH2:3][CH2:4][N:5]1[C:6](=[O:16])[CH2:7][CH2:8][c:9]2[cH:10][c:11]([F:15])[cH:12][cH:13][c:14]21)[N:24]1[CH2:23][CH2:22][CH:21]([O:20][CH2:17][CH2:18][CH3:19])[CH2:26][CH2:25]1. Reactants: [H-].[Na+] (sodium hydride), CN(C(=S)Cl)C (dimethylthiocarbamoyl chloride), OC1=C(C(=O)OC)C=CC=C1C=C(C)C (2-hydroxy-3-(2-methylpropenyl)benzoic acid, methyl ester). The solvent is CN(C=O)C (dimethylformamide), CN(C=O)C (dimethylformamide), CN(C=O)C (dimethylformamide). The product is CN(C)C(OC1=C(C(=O)OC)C=CC=C1CC(=C)C)=S (2-[dimethylamino(thioxomethyl)oxy]-3-(2-methyl-2-propenyl)benzoic acid, methyl ester). Yield: 60.1%. As a reaction SMILES: [H-].[Na+].[OH:3][C:4]1[C:13]([CH:14]=[C:15]([CH3:17])[CH3:16])=[CH:12][CH:11]=[CH:10][C:5]=1[C:6]([O:8][CH3:9])=[O:7].[CH3:18][N:19]([CH3:23])[C:20](Cl)=[S:21]>CN(C)C=O>[CH3:18][N:19]([C:20](=[S:21])[O:3][C:4]1[C:13]([CH2:14][C:15]([CH3:17])=[CH2:16])=[CH:12][CH:11]=[CH:10][C:5]=1[C:6]([O:8][CH3:9])=[O:7])[CH3:23] |f:0.1|. Procedure details: To 1 liter of dry dimethylformamide were added 16 g of 60% sodium hydride in oil. After stirring under a nitrogen atmosphere, 81.7 g of 2-hydroxy-3-(2-methylpropenyl)benzoic acid, methyl ester, as a solution in dimethylformamide, were added in dropwise fashion. After stirring at room temperature, a solution 49.6 g of dimethylthiocarbamoyl chloride in dimethylformamide was added over a one hour period. The reaction mixture was stirred at room temperature overnight, then poured onto ice and extrac... Starting materials: [BH3-]C#N, CC(=O)Cc1ccc(OCc2cc(=O)c(O)co2)cc1, CO, NCC(O)c1ccc(O)cc1, [Na+], [Na]. Yields the product CC(Cc1ccc(OCc2cc(=O)c(O)co2)cc1)NCC(O)c1ccc(O)cc1. Reaction SMILES: [C:33]([BH3-:34])#[N:35].[CH2:13]([C:14](=[O:15])[CH3:16])[c:17]1[cH:18][cH:19][c:20]([O:21][CH2:22][c:23]2[o:24][cH:25][c:26]([OH:30])[c:27](=[O:29])[cH:28]2)[cH:31][cH:32]1.[CH3:37][OH:38].[NH2:2][CH2:3][CH:4]([OH:5])[c:6]1[cH:7][cH:8][c:9]([OH:10])[cH:11][cH:12]1.[Na+:36].[Na:1]>>[NH:2]([CH2:3][CH:4]([OH:5])[c:6]1[cH:7][cH:8][c:9]([OH:10])[cH:11][cH:12]1)[CH:14]([CH2:13][c:17]1[cH:18][cH:19][c:20]([O:21][CH2:22][c:23]2[o:24][cH:25][c:26]([OH:30])[c:27](=[O:29])[cH:28]2)[cH:31][cH:32]1)[CH3:16]. Reactants: ClC=1SC(=C(N1)C(NC(C)C)=O)C(=O)OCC (ethyl 2-chloro-4-isopropylcarbamoyl-thiazole-5-carboxylate), ClC=1SC(=C(N1)C(NC(C)C)=O)C(=O)OCC (ethyl 2-chloro-4-isopropylcarbamoyl-thiazole-5-carboxylate), C(C)NC(=O)NC1=NC=C(C=C1)B1OC(C(O1)(C)C)(C)C (N-Ethyl-N′-[5-(4,4,5,5-tetramethyl-1,3,2-dioxaborolan-2-yl)pyridin-2-yl]urea), C(C)NC(=O)NC1=NC=C(C=C1)B1OC(C(O1)(C)C)(C)C (N-Ethyl-N′-[5-(4,4,5,5-tetramethyl-1,3,2-dioxaborolan-2-yl)pyridin-2-yl]urea), C([O-])([O-])=O.[Cs+].[Cs+] (cesium carbonate), O (H2O). The reagents and catalysts are C1(=CC=CC=C1)P(C1=CC=CC=C1)(C1=CC=CC=C1)[Pd-4](P(C1=CC=CC=C1)(C1=CC=CC=C1)C1=CC=CC=C1)(P(C1=CC=CC=C1)(C1=CC=CC=C1)C1=CC=CC=C1)P(C1=CC=CC=C1)(C1=CC=CC=C1)C1=CC=CC=C1 (Tetrakis (triphenylphosphino) palladium (0)). Solvent: O1CCOCC1 (dioxane), C(C)(=O)OCC (ethyl acetate). Run at temperature 100 celsius. The product is C(C)NC(NC1=CC=C(C=N1)C=1SC(=C(N1)C(NC(C)C)=O)C(=O)OCC)=O (Ethyl 2-[6-(3-ethyl-ureido)-pyridin-3-yl]-4-isopropylcarbamoyl-thiazole-5-carboxylate). Isolated yield 12.1%. Reaction SMILES: Cl[C:2]1[S:3][C:4]([C:13]([O:15][CH2:16][CH3:17])=[O:14])=[C:5]([C:7](=[O:12])[NH:8][CH:9]([CH3:11])[CH3:10])[N:6]=1.[CH2:18]([NH:20][C:21]([NH:23][C:24]1[CH:29]=[CH:28][C:27](B2OC(C)(C)C(C)(C)O2)=[CH:26][N:25]=1)=[O:22])[CH3:19].C(=O)([O-])[O-].[Cs+].[Cs+].O>O1CCOCC1.C(OCC)(=O)C.C1(P([Pd-4](P(C2C=CC=CC=2)(C2C=CC=CC=2)C2C=CC=CC=2)(P(C2C=CC=CC=2)(C2C=CC=CC=2)C2C=CC=CC=2)P(C2C=CC=CC=2)(C2C=CC=CC=2)C2C=CC=CC=2)(C2C=CC=CC=2)C2C=CC=CC=2)C=CC=CC=1>[CH2:18]([NH:20][C:21](=[O:22])[NH:23][C:24]1[N:25]=[CH:26][C:27]([C:2]2[S:3][C:4]([C:13]([O:15][CH2:16][CH3:17])=[O:14])=[C:5]([C:7](=[O:12])[NH:8][CH:9]([CH3:11])[CH3:10])[N:6]=2)=[CH:28][CH:29]=1)[CH3:19] |f:2.3.4|. Procedure: In a 10 mL of microwave vial, ethyl 2-chloro-4-isopropylcarbamoyl-thiazole-5-carboxylate (Intermediate 28, 1.1 g, 3.97 mmol), N-ethyl-N′-[5-(4,4,5,5-tetramethyl-[1,3,2]dioxaborolan-2-yl)-pyridin-2-yl]-urea (Intermediate 1, 1.15 g, 3.97 mmol), cesium carbonate (1.29 g, 3.97 mmol), Tetrakis (triphenylphosphino) palladium (0) (0.458 g, 0.397 mmol) in 15 mL of 4:1 dioxane:H2O was degassed for 30 min, then heated to 100° C. for 30 min. The reaction mixture was diluted with ethyl acetate (25 mL), then... The reactants are COCCOc1ccc([N+](=O)[O-])cc1S(=O)(=O)O, [Cl-], [Fe], [NH4+], O. The product is COCCOc1ccc(N)cc1S(=O)(=O)O. Reaction SMILES: [CH3:1][O:2][CH2:3][CH2:4][O:5][c:6]1[c:7]([S:15](=[O:16])(=[O:17])[OH:18])[cH:8][c:9]([N+:12]([O-:13])=[O:14])[cH:10][cH:11]1.[Cl-:19].[Fe:21].[NH4+:20].[OH2:22]>>[CH3:1][O:2][CH2:3][CH2:4][O:5][c:6]1[c:7]([S:15](=[O:16])(=[O:17])[OH:18])[cH:8][c:9]([NH2:12])[cH:10][cH:11]1.